Dataset: the Open Reaction Database (ORD), a public repository of structured organic reaction records. Task: describe an organic reaction: reactants, conditions, products, and yield Starting materials: C(C=C)#N (acrylonitrile), COCOC (dimethoxymethane), COC=1C=C(C=O)C=C(C1OC)OC (3,4,5-trimethoxybenzaldehyde), C1CN2CCN1CC2 (DABCO), C(=O)OC (methyl formate), OC(C(C#N)=C)C1=CC(=C(C(=C1)OC)OC)OC (3-hydroxy-2-methylene-3-(3,4,5-trimethoxyphenyl)propionitrile). Run in CO (methanol). Run at time 25 hour. Yields the product COC=1C=C(C=C(C1OC)OC)C=C(C#N)COC (3-(3,4,5-trimethoxyphenyl)-2-methoxymethylacrylonitrile). As a reaction SMILES: C(#N)C=C.CO[CH2:7][O:8][CH3:9].COC1C=C(C=C(OC)C=1OC)C=O.C1N2CCN(CC2)C1.C(OC)=O.O[CH:37]([C:42]1[CH:47]=[C:46]([O:48][CH3:49])[C:45]([O:50][CH3:51])=[C:44]([O:52][CH3:53])[CH:43]=1)[C:38](=C)[C:39]#[N:40]>CO>[CH3:53][O:52][C:44]1[CH:43]=[C:42]([CH:37]=[C:38]([CH2:7][O:8][CH3:9])[C:39]#[N:40])[CH:47]=[C:46]([O:48][CH3:49])[C:45]=1[O:50][CH3:51]. Reported procedure: 55 ml of acrylonitrile, 50 ml of dimethoxymethane, 100 g of 3,4,5-trimethoxybenzaldehyde and 30 g of DABCO are introduced into a 500 ml reactor fitted with a stirrer. After stirring for 25 hours, 50 g of methyl formate and 100 ml of methanol are added and the mixture is stirred at room temperature for more than 24 hours until the 3-hydroxy-2-methylene-3-(3,4,5-trimethoxyphenyl)propionitrile has disappeared; the 3-(3,4,5-trimethoxyphenyl)-2-methoxymethylacrylonitrile formed is isolated or reacted... Reactants: E2, ClC1=NC(N2C(N(CCC2)C2CC2)=C1)=O (8-chloro-1-cyclopropyl-3,4-dihydro-1H-pyrimido[1,6-a]pyrimidin-6(2H)-one), FC=1C=C(C=CC1OC1=CC(=CC=C1)F)CO ((3-fluoro-4-(3-fluorophenoxy)phenyl) methanol). The product is C1(CC1)N1C=2N(CCC1)C(N=C(C2)OCC2=CC(=C(C=C2)OC2=CC(=CC=C2)F)F)=O (1-cyclopropyl-8-((3-fluoro-4-(3-fluorophenoxy)benzyl)oxy)-3,4-dihydro-1H-pyrimido[1,6-a]pyrimidin-6(2H)-one). As a reaction SMILES: Cl[C:2]1[CH:14]=[C:6]2[N:7]([CH:11]3[CH2:13][CH2:12]3)[CH2:8][CH2:9][CH2:10][N:5]2[C:4](=[O:15])[N:3]=1.[F:16][C:17]1[CH:18]=[C:19]([CH2:31][OH:32])[CH:20]=[CH:21][C:22]=1[O:23][C:24]1[CH:29]=[CH:28][CH:27]=[C:26]([F:30])[CH:25]=1>>[CH:11]1([N:7]2[CH2:8][CH2:9][CH2:10][N:5]3[C:4](=[O:15])[N:3]=[C:2]([O:32][CH2:31][C:19]4[CH:20]=[CH:21][C:22]([O:23][C:24]5[CH:29]=[CH:28][CH:27]=[C:26]([F:30])[CH:25]=5)=[C:17]([F:16])[CH:18]=4)[CH:14]=[C:6]23)[CH2:13][CH2:12]1. Procedure details: The title compound was prepared by a procedure similar to that described for E2 starting from 8-chloro-1-cyclopropyl-3,4-dihydro-1H-pyrimido[1,6-a]pyrimidin-6(2H)-one and (3-fluoro-4-(3-fluorophenoxy)phenyl) methanol. Procedure: The reaction described in Example 10 was carried out using 2-(diphenylmethylsilyl)-ethanol (2.25 g), diethylphosphorochloridate (1.35 g), and pyridine (0.6 g) in carbon tetrachloride (10 ml). Diethyl 2-(diphenylmethylsilyl)ethyl phosphate was obtained as a colourless oil (1.35 g) (C17H23Si O4P requires: C, 60.5%; H, 7.1%; Found: C 63.4%; H, 7.8%). RXN SMILES: [C:1]1([CH:7]([SiH2:14][CH2:15][CH2:16][OH:17])[C:8]2[CH:13]=[CH:12][CH:11]=[CH:10][CH:9]=2)[CH:6]=[CH:5][CH:4]=[CH:3][CH:2]=1.[CH2:18]([O:20][P:21](Cl)(=[O:25])[O:22][CH2:23][CH3:24])[CH3:19].N1C=CC=CC=1>C(Cl)(Cl)(Cl)Cl>[P:21]([O:17][CH2:16][CH2:15][SiH2:14][CH:7]([C:8]1[CH:9]=[CH:10][CH:11]=[CH:12][CH:13]=1)[C:1]1[CH:2]=[CH:3][CH:4]=[CH:5][CH:6]=1)([O:22][CH2:23][CH3:24])([O:20][CH2:18][CH3:19])=[O:25]. The reactants are N1=CC=CC=C1 (pyridine), C1(=CC=CC=C1)C(C1=CC=CC=C1)[SiH2]CCO (2-(diphenylmethylsilyl)-ethanol), C(C)OP(OCC)(=O)Cl (diethylphosphorochloridate). Yields the product P(=O)(OCC)(OCC)OCC[SiH2]C(C1=CC=CC=C1)C1=CC=CC=C1 (Diethyl 2-(diphenylmethylsilyl)ethyl phosphate), oil. The solvent is C(Cl)(Cl)(Cl)Cl (carbon tetrachloride).